This data is from the Open Reaction Database (ORD), a public repository of structured organic reaction records. The task is: describe an organic reaction: reactants, conditions, products, and yield Starting materials: c1ccc(P(c2ccccc2)c2ccccc2)cc1, c1ccccc1, BrCc1ccc(-c2nc3ccccc3o2)cc1. Product: [Br-], c1ccc([P+](Cc2ccc(-c3nc4ccccc4o3)cc2)(c2ccccc2)c2ccccc2)cc1. As a reaction SMILES: [c:18]1([P:24]([c:25]2[cH:26][cH:27][cH:28][cH:29][cH:30]2)[c:31]2[cH:32][cH:33][cH:34][cH:35][cH:36]2)[cH:19][cH:20][cH:21][cH:22][cH:23]1.[cH:37]1[cH:38][cH:39][cH:40][cH:41][cH:42]1.[o:1]1[c:2](-[c:10]2[cH:11][cH:12][c:13]([CH2:14][Br:15])[cH:16][cH:17]2)[n:3][c:4]2[c:5]1[cH:6][cH:7][cH:8][cH:9]2>>[Br-:15].[o:1]1[c:2](-[c:10]2[cH:11][cH:12][c:13]([CH2:14][P+:24]([c:18]3[cH:19][cH:20][cH:21][cH:22][cH:23]3)([c:25]3[cH:26][cH:27][cH:28][cH:29][cH:30]3)[c:31]3[cH:32][cH:33][cH:34][cH:35][cH:36]3)[cH:16][cH:17]2)[n:3][c:4]2[c:5]1[cH:6][cH:7][cH:8][cH:9]2.